This data is from the Open Reaction Database (ORD), a public repository of structured organic reaction records. The task is: describe an organic reaction: reactants, conditions, products, and yield Starting materials: resultant solution, [BH4-].[Na+] (sodium borohydride), ClC=1C=CC2=C(SC(=C2)C(C)=NOC)C1 (6-chloro-2-(1-methoxyiminoethyl)benzo[b]thiophene), B(F)(F)F (boron trifluoride), Cl (hydrochloric acid). Solvent: C(OC)COC (dimethoxyethane), C(OC)COC (dimethoxyethane), C(OC)COC (dimethoxyethane). Conditions: time 5 minute. Yields the product ClC=1C=CC2=C(SC(=C2)C(C)N)C1 (1-(6-chloro-2-benzo[b]thienyl)ethylamine). The yield is 14.7%. As a reaction SMILES: [Cl:1][C:2]1[CH:3]=[CH:4][C:5]2[CH:9]=[C:8]([C:10](=[N:12]OC)[CH3:11])[S:7][C:6]=2[CH:15]=1.[BH4-].[Na+].B(F)(F)F.Cl>C(COC)OC>[Cl:1][C:2]1[CH:3]=[CH:4][C:5]2[CH:9]=[C:8]([CH:10]([NH2:12])[CH3:11])[S:7][C:6]=2[CH:15]=1 |f:1.2|. Reported procedure: Subsequently, 2.7 g of the crude 6-chloro-2-(1-methoxyiminoethyl)benzo[b]thiophene obtained was dissolved in 10 ml of dimethoxyethane, and the resultant solution was added dropwise at room temperature to a suspension of 0.85 g of sodium borohydride in 20 ml of dimethoxyethane. After agitating for 5 minutes at the same temperature, a solution containing 4.26 g of a boron trifluoride.diethyl ether complex in 5 ml of dimethoxyethane was then added dropwise at room temperature. After stirring for 30... Starting materials: C([O-])([O-])=O.[K+].[K+] (potassium carbonate), C(C)OC(=O)C1=CC=C(O1)C1=NN(C2=CC=CC=C12)CCC1=CC=CC=C1 (3-(5-ethoxycarbonyl-2-furyl)-1-(2-phenylethyl)indazole), [H-].[Al+3].[Li+].[H-].[H-].[H-] (lithium aluminum hydride). The solvent is C1CCOC1 (THF), C1CCOC1 (THF). Conditions: time 1 hour. Yields the product OCC1=CC=C(O1)C1=NN(C2=CC=CC=C12)CCC1=CC=CC=C1 (3-(5-Hydroxymethyl-2-furyl)-1-(2-phenylethyl)indazole). Reaction SMILES: C([O:3][C:4]([C:6]1[O:10][C:9]([C:11]2[C:19]3[C:14](=[CH:15][CH:16]=[CH:17][CH:18]=3)[N:13]([CH2:20][CH2:21][C:22]3[CH:27]=[CH:26][CH:25]=[CH:24][CH:23]=3)[N:12]=2)=[CH:8][CH:7]=1)=O)C.[H-].[Al+3].[Li+].[H-].[H-].[H-].C(=O)([O-])[O-].[K+].[K+]>C1COCC1>[OH:3][CH2:4][C:6]1[O:10][C:9]([C:11]2[C:19]3[C:14](=[CH:15][CH:16]=[CH:17][CH:18]=3)[N:13]([CH2:20][CH2:21][C:22]3[CH:23]=[CH:24][CH:25]=[CH:26][CH:27]=3)[N:12]=2)=[CH:8][CH:7]=1 |f:1.2.3.4.5.6,7.8.9|. Reported procedure: A solution of 300 mg (0.83 mmol) of 3-(5-ethoxycarbonyl-2-furyl)-1-(2-phenylethyl)indazole in 10 ml of THF was added dropwise to 31.5 mg (0.83 mmol) of lithium aluminum hydride in 10 ml of THF. After 1 h, the mixture was admixed with 25% strength potassium carbonate solution and the precipitate was separated off and washed with THF. The combined THF filtrates were dried and concentrated. The crude product was purified by silica gel chromatography using dichloromethane/methanol (95:5). This gave ... Starting materials: C(C1=CC=CC=C1)N1C(\C(\C(CC1=O)(C)C)=N/O)=O ((Z)-1-benzyl-4,4-dimethylpiperidine-2,3,6-trione 3-oxime), [H-].[H-].[H-].[H-].[Li+].[Al+3] (LiAlH4). Run in C1CCOC1 (THF). Run at time 2 hour. Yields the product C(C1=CC=CC=C1)N1CC(C(CC1)(C)C)N (1-benzyl-4,4-dimethylpiperidin-3-amine). Isolated yield 51.2%. Reaction SMILES: [CH2:1]([N:8]1[C:13](=O)[CH2:12][C:11]([CH3:16])([CH3:15])/[C:10](=[N:17]/O)/[C:9]1=O)[C:2]1[CH:7]=[CH:6][CH:5]=[CH:4][CH:3]=1.[H-].[H-].[H-].[H-].[Li+].[Al+3]>C1COCC1>[CH2:1]([N:8]1[CH2:13][CH2:12][C:11]([CH3:15])([CH3:16])[CH:10]([NH2:17])[CH2:9]1)[C:2]1[CH:3]=[CH:4][CH:5]=[CH:6][CH:7]=1 |f:1.2.3.4.5.6|. Procedure: To a solution of (Z)-1-benzyl-4,4-dimethylpiperidine-2,3,6-trione 3-oxime (490 mg, 1.88 mmol) in THF (5 mL) at 0° C. was slowly added LiAlH4 (1.0M in THF, 9.4 mL, 9.4 mmol). After the addition, the reaction mixture was warmed to room temperature and stirred for 2 h then heated at 60° C. overnight. The reaction mixture was cooled to 0° C. and carefully quenched by portionwise addition of solid Na2SO4.10H2O until gas evolution had ceased. The mixture was diluted with EtOAc and stirred vigorously a... The reactants are CCN(C(C)C)C(C)C, O=C(O)c1cc([N+](=O)[O-])cn1CC1CC1, O=C(Oc1c(F)c(F)c(F)c(F)c1F)C(F)(F)F, CN(C)C=O. Product: O=C(Oc1c(F)c(F)c(F)c(F)c1F)c1cc([N+](=O)[O-])cn1CC1CC1. RXN SMILES: [CH:16]([N:17]([CH2:18][CH3:19])[CH:20]([CH3:21])[CH3:22])([CH3:23])[CH3:24].[CH:1]1([CH2:4][n:5]2[c:6]([C:13](=[O:14])[OH:15])[cH:7][c:8]([N+:10](=[O:11])[O-:12])[cH:9]2)[CH2:2][CH2:3]1.[F:25][C:26]([F:27])([F:28])[C:29]([O:41][c:30]1[c:31]([F:40])[c:32]([F:39])[c:33]([F:38])[c:34]([F:37])[c:35]1[F:36])=[O:42].[O:43]=[CH:44][N:45]([CH3:46])[CH3:47]>>[CH:1]1([CH2:4][n:5]2[c:6]([C:13]([O:14][c:30]3[c:31]([F:40])[c:32]([F:39])[c:33]([F:38])[c:34]([F:37])[c:35]3[F:36])=[O:15])[cH:7][c:8]([N+:10](=[O:11])[O-:12])[cH:9]2)[CH2:2][CH2:3]1.